Dataset: the Open Reaction Database (ORD), a public repository of structured organic reaction records. Task: describe an organic reaction: reactants, conditions, products, and yield The product is C(CC)C=1C=C(C=CC1)B(O)O (3-propylphenylboronic acid). Reaction conditions: temperature -78 celsius, time 5 minute. Isolated yield 77.9%. Starting materials: BrC1=CC(=CC=C1)CCC (1-bromo-3-propylbenzene), [Li]CCCC (BuLi), COB(OC)OC (trimethylborate). Procedure details: To a solution of Intermediate 214.1 (130 mg, 0.65 mmol) in 4 mL THF at −78° C., was added BuLi (1.4 M in hexanes, 0.557 mL, 0.78 mmol). The mixture was stirred 5 min at −78° C., then trimethylborate (0.109 mL, 0.975 mmol) was added. The reaction was stirred at −78° C. for 10 min, then was removed from the cooling bath and stirred 1 h. The reaction was quenched with 1 N HCl, then was diluted with EtOAc. The organic phase was washed with 1N HCl and brine, dried (Na2SO4) and concentrated to afford ... Reaction SMILES: Br[C:2]1[CH:7]=[CH:6][CH:5]=[C:4]([CH2:8][CH2:9][CH3:10])[CH:3]=1.[Li]CCCC.C[O:17][B:18](OC)[O:19]C>C1COCC1>[CH2:8]([C:4]1[CH:3]=[C:2]([B:18]([OH:19])[OH:17])[CH:7]=[CH:6][CH:5]=1)[CH2:9][CH3:10]. The solvent is C1CCOC1 (THF). The reactants are ClC=1C=C2C(=CN1)OC1(CC3(CCN(CC3)C(=O)OC(C)(C)C)C1)C2 (5-chloro-1″-tert-butoxycarbonyl-dispiro[2,3-dihydrofuro[2,3-c]pyridine-2,1′-cyclobutane-3′,4″-piperidine]), CS(=O)(=O)C1=CC=C(C=N1)B1OC(C)(C)C(C)(C)O1 (6-methylsulfonyl-pyridine-3-boronic acid pinacol ester). The product is CS(=O)(=O)C1=CC=C(C=N1)C=1C=C2C(=CN1)OC1(CC3(CCN(CC3)C(=O)OC(C)(C)C)C1)C2 (5-(6-Methanesulfonyl-pyridin-3-yl)-1″-tert-butoxycarbonyl-dispiro[2,3-dihydrofuro[2,3-c]pyridine-2,1′-cyclobutane-3′,4″-piperidine]). Reaction SMILES: Cl[C:2]1[CH:3]=[C:4]2[CH2:25][C:9]3([CH2:24][C:11]4([CH2:16][CH2:15][N:14]([C:17]([O:19][C:20]([CH3:23])([CH3:22])[CH3:21])=[O:18])[CH2:13][CH2:12]4)[CH2:10]3)[O:8][C:5]2=[CH:6][N:7]=1.[CH3:26][S:27]([C:30]1[N:35]=[CH:34][C:33](B2OC(C)(C)C(C)(C)O2)=[CH:32][CH:31]=1)(=[O:29])=[O:28]>>[CH3:26][S:27]([C:30]1[N:35]=[CH:34][C:33]([C:2]2[CH:3]=[C:4]3[CH2:25][C:9]4([CH2:24][C:11]5([CH2:16][CH2:15][N:14]([C:17]([O:19][C:20]([CH3:22])([CH3:21])[CH3:23])=[O:18])[CH2:13][CH2:12]5)[CH2:10]4)[O:8][C:5]3=[CH:6][N:7]=2)=[CH:32][CH:31]=1)(=[O:29])=[O:28]. Reported procedure: The title compound is prepared from 5-chloro-1″-tert-butoxycarbonyl-dispiro[2,3-dihydrofuro[2,3-c]pyridine-2,1′-cyclobutane-3′,4″-piperidine] and 6-methylsulfonyl-pyridine-3-boronic acid pinacol ester following a procedure analogous to that described for Example 1; the reaction is conducted in a microwave oven at 140° C. LC (method 3): tR=1.07 min; Mass spectrum (ESI+): m/z=486 [M+H]+. The reactants are 2,6-di tert.alkyl hydroquinone, CC(CC(C)C)C1=C(O)C=CC(=C1)O (1,3-dimethylbutyl hydroquinone), α,β-unsaturated organic acid, C(C=C)(=O)O (acrylic acid), C(C(=C)C)(=O)O (methacrylic acid), FC(C(=O)OC(C(F)(F)F)=O)(F)F (trifluoroacetic acid anhydride), C(C)(C)(C)C1=C(O)C(=CC(=C1)O)C(C)(C)C (2,6-di tert.butyl hydroquinone), acid anhydride, C1(\C=C/C(=O)O1)=O (maleic anhydride), FC(C(=O)O)(F)F (trifluoracetic acid). Product: C(C(=C)C)(=O)OC1=CC(=C(C(=C1)C(CC(C)(C)C)(C)C)O)C(CCC)(C)C (3-(1,1-dimethylbutyl)-5-(1,1,3,3-tetramethylbutyl)-4-hydroxyphenyl methacrylate). As a reaction SMILES: [C:1]([C:5]1[CH:11]=[C:10]([OH:12])[CH:9]=[C:8]([C:13]([CH3:16])([CH3:15])[CH3:14])[C:6]=1[OH:7])([CH3:4])([CH3:3])[CH3:2].C[CH:18]([C:23]1[CH:29]=C(O)C=C[C:24]=1[OH:25])CC(C)C.[C:31](O)(=O)[CH:32]=C.[C:36](O)(=O)[C:37]([CH3:39])=[CH2:38].FC(F)(F)C(OC(=O)C(F)(F)F)=O.C1(=O)OC(=O)C=C1.FC(F)(F)C(O)=O>>[C:24]([O:12][C:10]1[CH:11]=[C:5]([C:1]([CH3:4])([CH3:3])[CH2:2][C:37]([CH3:39])([CH3:38])[CH3:36])[C:6]([OH:7])=[C:8]([C:13]([CH3:16])([CH3:15])[CH2:14][CH2:31][CH3:32])[CH:9]=1)(=[O:25])[C:23]([CH3:29])=[CH2:18]. Procedure details: The compounds of this invention may be prepared according to the method of E. J. Bourne, M. Stacey, J. C. Tetlow, and J. M. Tedder (J. Chem. Soc. 1949 2976) in which one equivalent of a 2,6-di tert.alkyl hydroquinone, such as 2,6-di tert.butyl hydroquinone and 2,6-di tert. 1,3-dimethylbutyl hydroquinone, is reacted with a mixture of 1 to 1.5 equivalents of an α,β-unsaturated organic acid, acrylic acid or methacrylic acid, and 1 to 1.5 equivalents of trifluoroacetic acid anhydride or a mixture of... The reactants are C(C)(C)(C)OC(=O)N1C(CCC1)C=1NC(=CN1)C1=CC=C(C=C1)C=1SC(=CC1)B1OC(C(O1)(C)C)(C)C (2-(5-{4-[5-(4,4,5,5-Tetramethyl-[1,3,2]dioxaborolan-2-yl)-thiophen-2-yl]-phenyl}-1H-imidazol-2-yl)-pyrrolidine-1-carboxylic acid tert-butyl ester), C(C)(C)(C)OC(=O)N1C(CCC1)C1=NC2=C(N1)C=C(C=C2)Br (2-(6-Bromo-1H-benzoimidazol-2-yl)-pyrrolidine-1-carboxylic acid tert-butyl ester). Reagents/catalysts: C=1C=CC(=CC1)[P](C=2C=CC=CC2)(C=3C=CC=CC3)[Pd]([P](C=4C=CC=CC4)(C=5C=CC=CC5)C=6C=CC=CC6)([P](C=7C=CC=CC7)(C=8C=CC=CC8)C=9C=CC=CC9)[P](C=1C=CC=CC1)(C=1C=CC=CC1)C=1C=CC=CC1 (Pd(PPh3)4). Run in C([O-])([O-])=O.[K+].[K+] (potassium carbonate), C(OC)COC (dimethoxyethane), C(C)(=O)OCC (ethyl acetate). Conditions: temperature 110 celsius. Product: C(C)(C)(C)OC(=O)N1C(CCC1)C1=NC2=C(N1)C=C(C=C2)C=2SC(=CC2)C2=CC=C(C=C2)C=2NC(=NC2)C2N(CCC2)C=O (2-[6-(5-{4-[2-(1-Formyl-pyrrolidin-2-yl)-3H-imidazol-4-yl]-phenyl}-thiophen-2-yl)-1H-benzoimidazol-2-yl]-pyrrolidine-1-carboxylic acid tert-butyl ester). Isolated yield 66.2%. RXN SMILES: C([O:5][C:6]([N:8]1[CH2:12][CH2:11][CH2:10][CH:9]1[C:13]1[NH:14][C:15]([C:18]2[CH:23]=[CH:22][C:21]([C:24]3[S:25][C:26](B4OC(C)(C)C(C)(C)O4)=[CH:27][CH:28]=3)=[CH:20][CH:19]=2)=[CH:16][N:17]=1)=O)(C)(C)C.[C:38]([O:42][C:43]([N:45]1[CH2:49][CH2:48][CH2:47][CH:46]1[C:50]1[NH:54][C:53]2[CH:55]=[C:56](Br)[CH:57]=[CH:58][C:52]=2[N:51]=1)=[O:44])([CH3:41])([CH3:40])[CH3:39]>C(=O)([O-])[O-].[K+].[K+].C(COC)OC.C(OCC)(=O)C.C1C=CC([P]([Pd]([P](C2C=CC=CC=2)(C2C=CC=CC=2)C2C=CC=CC=2)([P](C2C=CC=CC=2)(C2C=CC=CC=2)C2C=CC=CC=2)[P](C2C=CC=CC=2)(C2C=CC=CC=2)C2C=CC=CC=2)(C2C=CC=CC=2)C2C=CC=CC=2)=CC=1>[C:38]([O:42][C:43]([N:45]1[CH2:49][CH2:48][CH2:47][CH:46]1[C:50]1[NH:54][C:53]2[CH:55]=[C:56]([C:26]3[S:25][C:24]([C:21]4[CH:22]=[CH:23][C:18]([C:15]5[NH:14][C:13]([CH:9]6[CH2:10][CH2:11][CH2:12][N:8]6[CH:6]=[O:5])=[N:17][CH:16]=5)=[CH:19][CH:20]=4)=[CH:28][CH:27]=3)[CH:57]=[CH:58][C:52]=2[N:51]=1)=[O:44])([CH3:41])([CH3:40])[CH3:39] |f:2.3.4,^1:81,83,102,121|. Reported procedure: A mixture of 2-(5-{4-[5-(4,4,5,5-Tetramethyl-[1,3,2]dioxaborolan-2-yl)-thiophen-2-yl]-phenyl}-1H-imidazol-2-yl)-pyrrolidine-1-carboxylic acid tert-butyl ester (0.110 g), 2-(6-Bromo-1H-benzoimidazol-2-yl)-pyrrolidine-1-carboxylic acid tert-butyl ester (0.115 g) and Pd(PPh3)4 (0.012 g) in 2.0M potassium carbonate solution (0.32 mL) and dimethoxyethane (0.64 mL) was heated in microwave at 110° C. for 30 minutes. Reaction mixture was cooled, diluted with ethyl acetate, washed with brine, dried (MgSO... Reactants: CCOC(=O)c1ncn2c1CN(C)C(=O)c1ccccc1-2, CO, N#C[K]. Yields the product COC(=O)c1ncn2c1CN(C)C(=O)c1ccccc1-2. RXN SMILES: [CH3:1][N:2]1[CH2:3][c:4]2[n:5]([cH:14][n:15][c:16]2[C:17](=[O:18])[O:19][CH2:20][CH3:21])-[c:6]2[c:7]([cH:10][cH:11][cH:12][cH:13]2)[C:8]1=[O:9].[CH3:25][OH:26].[K:22][C:23]#[N:24]>>[CH3:1][N:2]1[CH2:3][c:4]2[n:5]([cH:14][n:15][c:16]2[C:17](=[O:18])[O:19][CH3:20])-[c:6]2[c:7]([cH:10][cH:11][cH:12][cH:13]2)[C:8]1=[O:9]. Reactants: C1(CCCCC1)N=C=NC1CCCCC1 (N,N'-dicyclohexylcarbodiimide), CNC([C@@H](N)CC1=CC=C(C=C1)OC)=O (O-methyl-L-tyrosine N-methylamide), C(C)OC(=O)C(C(C(=O)O)CC(C)C)C (3-(ethoxycarbonyl)-2-(2-methylpropyl)butanoic acid), C([O-])(O)=O.[Na+] (sodium bicarbonate). Run in ClCCl (dichloromethane), ClCCl (dichloromethane), ClCCl (dichloromethane). Conditions: temperature 0 celsius. Yields the product CNC([C@@H](NC(C(C(C)C(=O)OCC)CC(C)C)=O)CC1=CC=C(C=C1)OC)=O (N-[3-(ethoxycarbonyl)-2-(2-methylpropyl)butanoyl]-O-methyl-L-tyrosine N-methylamide). Reaction SMILES: [CH2:1]([O:3][C:4]([CH:6]([CH3:15])[CH:7]([CH2:11][CH:12]([CH3:14])[CH3:13])[C:8]([OH:10])=O)=[O:5])[CH3:2].C1(N=C=NC2CCCCC2)CCCCC1.[CH3:31][NH:32][C:33](=[O:45])[C@H:34]([CH2:36][C:37]1[CH:42]=[CH:41][C:40]([O:43][CH3:44])=[CH:39][CH:38]=1)[NH2:35].C(=O)(O)[O-].[Na+]>ClCCl>[CH3:31][NH:32][C:33](=[O:45])[C@H:34]([CH2:36][C:37]1[CH:38]=[CH:39][C:40]([O:43][CH3:44])=[CH:41][CH:42]=1)[NH:35][C:8](=[O:10])[CH:7]([CH2:11][CH:12]([CH3:14])[CH3:13])[CH:6]([C:4]([O:3][CH2:1][CH3:2])=[O:5])[CH3:15] |f:3.4|. Reported procedure: A mixture of 3-(ethoxycarbonyl)-2-(2-methylpropyl)butanoic acid (7.5 g., 0.037 mol.) and dichloromethane (70 mls.) was stirred and cooled to 0° C. To the mixture was added dropwise a solution of N,N'-dicyclohexylcarbodiimide (7.6 g., 0.37 mol.) in dichloromethane (20 mls.) and the reaction mixture was allowed to warm to room temperature. A solution of O-methyl-L-tyrosine N-methylamide (7.7 g., 0.037 mol.) in dichloromethane (45 mls.) was added to the reaction mixture and the resulting mixture wa... Reactants: CCO, O=[N+]([O-])c1cc(Cl)c(Oc2ccccc2)c(Cl)c1, Cl, [Na+], [OH-], [Sn]. Yields the product Nc1cc(Cl)c(Oc2ccccc2)c(Cl)c1. As a reaction SMILES: [CH3:23][CH2:24][OH:25].[Cl:1][c:2]1[cH:3][c:4]([N+:16]([O-:17])=[O:18])[cH:5][c:6]([Cl:15])[c:7]1[O:8][c:9]1[cH:10][cH:11][cH:12][cH:13][cH:14]1.[ClH:20].[Na+:22].[OH-:21].[Sn:19]>>[Cl:1][c:2]1[cH:3][c:4]([NH2:16])[cH:5][c:6]([Cl:15])[c:7]1[O:8][c:9]1[cH:10][cH:11][cH:12][cH:13][cH:14]1.